This data is from the Open Reaction Database (ORD), a public repository of structured organic reaction records. The task is: describe an organic reaction: reactants, conditions, products, and yield Reagents/catalysts: C(C)(=O)[O-].[Pd+2].C(C)(=O)[O-] (Palladium Acetate). The product is COC1=C(C=CC=C1)C1=CC=C2C=NC(=NN21)SC (7-(2-Methoxy-phenyl)-2-methylsulfanyl-pyrrolo[2,1-f][1,2,4]triazine). Run at time 10 minute. Reaction SMILES: C1(P(C2C=CC=CC=2)C2C=CC=CC=2)C=CC=CC=1.O1CCOCC1.Br[C:27]1[N:35]2[C:30]([CH:31]=[N:32][C:33]([S:36][CH3:37])=[N:34]2)=[CH:29][CH:28]=1.[CH3:38][O:39][C:40]1[CH:45]=[CH:44][CH:43]=[CH:42][C:41]=1B(O)O.CN(C)C=O.C(=O)([O-])[O-].[Na+].[Na+].O>C([O-])(=O)C.[Pd+2].C([O-])(=O)C>[CH3:38][O:39][C:40]1[CH:45]=[CH:44][CH:43]=[CH:42][C:41]=1[C:27]1[N:35]2[C:30]([CH:31]=[N:32][C:33]([S:36][CH3:37])=[N:34]2)=[CH:29][CH:28]=1 |f:5.6.7,9.10.11|. Yield: 77.4%. Starting materials: C1(=CC=CC=C1)P(C1=CC=CC=C1)C1=CC=CC=C1 (Triphenylphosphine), BrC1=CC=C2C=NC(=NN21)SC (7-Bromo-2-methylsulfanyl-pyrrolo[2,1-f][1,2,4]triazine), COC1=C(C=CC=C1)B(O)O (2-methoxybenzeneboronic acid), CN(C=O)C (N,N-Dimethylformamide), C([O-])([O-])=O.[Na+].[Na+] (Sodium carbonate), O (Water), O1CCOCC1 (1,4-Dioxane). Reported procedure: 7-(2-Methoxy-phenyl)-2-methylsulfanyl-pyrrolo[2,1-f][1,2,4]: Into a 200 mL round bottom flask, Palladium Acetate (0.20 g, 0.00088 mol) and Triphenylphosphine (0.65 g, 0.0025 mol) were added. The mixture was purged under an atmosphere of Nitrogen for 10 minutes. 1,4-Dioxane (66.8 mL, 0.856 mol) was added and stirred for 10 minutes at room temperature. 7-Bromo-2-methylsulfanyl-pyrrolo[2,1-f][1,2,4]triazine (2.150 g, 0.008807 mol), 2-methoxybenzeneboronic acid (2.68 g, 0.0176 mol), N,N-Dimethylform... The reactants are solid, Cl.Cl.O1C=C(C=C2C1=CC=C2)C2N(CCCC2)CC[C@@H]2CC[C@H](CC2)N (trans-4-[2-(4-benzofuran-3-yl-piperidin-1-yl)-ethyl]-cyclohexylamine dihydrochloride), Cl.Cl.O1C=C(C=C2C1=CC=C2)C2N(CCCC2)CC[C@@H]2CC[C@H](CC2)N (trans-4-[2-(4-benzofuran-3-yl-piperidin-1-yl)-ethyl]-cyclohexylamine dihydrochloride), O1CC(CCC1)C(=O)O ((RS)-tetrahydro-pyran-3-carboxylic acid). Product: O1C=C(C=C2C1=CC=C2)C2N(CCCC2)CC[C@@H]2CC[C@H](CC2)NC(=O)C2COCCC2 (Tetrahydro-pyran-3-carboxylic acid trans-{4-[2-(4-benzofuran-3-yl-piperidin-1-yl)-ethyl]-cyclohexyl}-amide). Reaction SMILES: Cl.Cl.[O:3]1[C:8]2=[CH:9][CH:10]=[CH:11][C:7]2=[CH:6][C:5]([CH:12]2[CH2:17][CH2:16][CH2:15][CH2:14][N:13]2[CH2:18][CH2:19][C@H:20]2[CH2:25][CH2:24][C@H:23]([NH2:26])[CH2:22][CH2:21]2)=[CH:4]1.[O:27]1[CH2:32][CH2:31][CH2:30][CH:29]([C:33](O)=[O:34])[CH2:28]1>>[O:3]1[C:8]2=[CH:9][CH:10]=[CH:11][C:7]2=[CH:6][C:5]([CH:12]2[CH2:17][CH2:16][CH2:15][CH2:14][N:13]2[CH2:18][CH2:19][C@H:20]2[CH2:21][CH2:22][C@H:23]([NH:26][C:33]([CH:29]3[CH2:30][CH2:31][CH2:32][O:27][CH2:28]3)=[O:34])[CH2:24][CH2:25]2)=[CH:4]1 |f:0.1.2|. Procedure details: The title compound, light yellow solid (78 mg, 71%), MS (ISP) m/z=439.3 [(M+H)+], mp 188° C., was prepared in accordance with the general method of example 1 from trans-4-[2-(4-benzofuran-3-yl-piperidin-1-yl)-ethyl]-cyclohexylamine dihydrochloride (intermediate A) (100 mg, 0.25 mmol) and (RS)-tetrahydro-pyran-3-carboxylic acid. Starting materials: CN(C)C=O, C(=NC1CCCCC1)=NC1CCCCC1, Cl, NCC(=O)O, Nc1ccc(Br)cc1C(=NCCO)c1ccccc1F, C1CCOC1, O. Yields the product NCC(=O)Nc1ccc(Br)cc1C(=NCCO)c1ccccc1F. RXN SMILES: [CH3:42][N:43]([CH3:44])[CH:45]=[O:46].[CH:1]1([N:2]=[C:3]=[N:4][CH:5]2[CH2:6][CH2:7][CH2:8][CH2:9][CH2:10]2)[CH2:11][CH2:12][CH2:13][CH2:14][CH2:15]1.[ClH:16].[NH2:17][CH2:18][C:19](=[O:20])[OH:21].[NH2:22][c:23]1[c:24]([C:25]([c:26]2[c:27]([F:32])[cH:28][cH:29][cH:30][cH:31]2)=[N:33][CH2:34][CH2:35][OH:36])[cH:37][c:38]([Br:41])[cH:39][cH:40]1.[O:48]1[CH2:49][CH2:50][CH2:51][CH2:52]1.[OH2:47]>>[NH2:17][CH2:18][C:19](=[O:20])[NH:22][c:23]1[c:24]([C:25]([c:26]2[c:27]([F:32])[cH:28][cH:29][cH:30][cH:31]2)=[N:33][CH2:34][CH2:35][OH:36])[cH:37][c:38]([Br:41])[cH:39][cH:40]1. Reported procedure: The title compound was prepared from 6-chloronicotinoyl chloride and 4-amino-3-nitrobenzophenone and was obtained as a yellow solid as described in Example 1. 1H NMR (CDCl3): 11.61 (bs, 1H), 9.12 (d, J=8.7, 1H), 9.06 (d, J=2.4, 1H), 8.79 (d, J=1.8, 1H), 8.28-8.25 (m, 1H), 8.23-8.19 (m, 1H), 7.82-7.81 (m, 1H), 7.80-7.79 (m, 1H), 7.67-7.64 (m, 1H), 7.58-7.53 (m, 3H). Reactants: ClC1=NC=C(C(=O)Cl)C=C1 (6-chloronicotinoyl chloride), NC1=C(C=C(C(=O)C2=CC=CC=C2)C=C1)[N+](=O)[O-] (4-amino-3-nitrobenzophenone). Product: ClC1=CC=C(C=N1)C(=O)NC1=C(C=C(C=C1)C(C1=CC=CC=C1)=O)[N+](=O)[O-] (6-Chloro-N-(4-benzoyl-2-nitrophenyl)-3-pyridinecarboxamide). As a reaction SMILES: [Cl:1][C:2]1[CH:10]=[CH:9][C:5]([C:6](Cl)=[O:7])=[CH:4][N:3]=1.[NH2:11][C:12]1[CH:25]=[CH:24][C:15]([C:16]([C:18]2[CH:23]=[CH:22][CH:21]=[CH:20][CH:19]=2)=[O:17])=[CH:14][C:13]=1[N+:26]([O-:28])=[O:27]>>[Cl:1][C:2]1[N:3]=[CH:4][C:5]([C:6]([NH:11][C:12]2[CH:25]=[CH:24][C:15]([C:16](=[O:17])[C:18]3[CH:23]=[CH:22][CH:21]=[CH:20][CH:19]=3)=[CH:14][C:13]=2[N+:26]([O-:28])=[O:27])=[O:7])=[CH:9][CH:10]=1. The reactants are CC(C)(C)OC(=O)Nc1ccc2c(c1)[nH]c1cc(OCc3ccccc3)ccc12, CO. Yields the product CC(C)(C)OC(=O)Nc1ccc2c(c1)[nH]c1cc(O)ccc12. RXN SMILES: [CH2:1]([c:2]1[cH:3][cH:4][cH:5][cH:6][cH:7]1)[O:8][c:9]1[cH:10][cH:11][c:12]2[c:13]3[cH:14][cH:15][c:16]([NH:22][C:23]([O:24][C:25]([CH3:26])([CH3:27])[CH3:28])=[O:29])[cH:17][c:18]3[nH:19][c:20]2[cH:21]1.[CH3:30][OH:31]>>[OH:8][c:9]1[cH:10][cH:11][c:12]2[c:13]3[cH:14][cH:15][c:16]([NH:22][C:23]([O:24][C:25]([CH3:26])([CH3:27])[CH3:28])=[O:29])[cH:17][c:18]3[nH:19][c:20]2[cH:21]1.